describe an organic reaction: reactants, conditions, products, and yield From a dataset of the Open Reaction Database (ORD), a public repository of structured organic reaction records. The reactants are ClCC(=O)Cl (chloroacetyl chloride), C(C)(C)N(CC)C(C)C (diisopropylethylamine), N1C=CC2=CC=CC(=C12)CNCCC ((1H-Indol-7-ylmethyl)propylamine). Run in C(Cl)Cl (methylene chloride). Run at time 2 hour. Product: N1C=CC2=CC=CC(=C12)CN(C(CCl)=O)CCC (N-(1H-indol-7-yl)methyl N-propyl 2-chloroacetamide). Yield: 100.0%. RXN SMILES: [Cl:1][CH2:2][C:3](Cl)=[O:4].C(N(C(C)C)CC)(C)C.[NH:15]1[C:23]2[C:18](=[CH:19][CH:20]=[CH:21][C:22]=2[CH2:24][NH:25][CH2:26][CH2:27][CH3:28])[CH:17]=[CH:16]1>C(Cl)Cl>[NH:15]1[C:23]2[C:18](=[CH:19][CH:20]=[CH:21][C:22]=2[CH2:24][N:25]([CH2:26][CH2:27][CH3:28])[C:3](=[O:4])[CH2:2][Cl:1])[CH:17]=[CH:16]1. Procedure details: Add chloroacetyl chloride (1.7 ml, 21.71 mmol) and diisopropylethylamine (10.38 ml, 62.04 mmol) to a solution of (1H-Indol-7-ylmethyl)propylamine (3.89 g, 20.68 mmol) in methylene chloride. Stir for 2 hours, quench with saturated aqueous ammonium chloride and extract into ethyl acetate. Wash the organic layers with saturated aqueous sodium chloride, dry over magnesium sulfate, filter, and concentrate under reduced pressure to yield N-(1H-indol-7-yl)methyl N-propyl 2-chloroacetamide (5.47 gm, 20.... Starting materials: N(N)C1=NC=CC(=N1)C1=CC=CC=C1 (2-hydrazino-4-phenylpyrimidine), C(OCC)(OCC)OCC (triethyl orthoformate). Yields the product C1(=CC=CC=C1)C1=NC=2N(C=C1)C=NN2 (7-Phenyl-1,2,4-triazolo[4,3-a]pyrimidine). As a reaction SMILES: [NH:1]([C:3]1[N:8]=[C:7]([C:9]2[CH:14]=[CH:13][CH:12]=[CH:11][CH:10]=2)[CH:6]=[CH:5][N:4]=1)[NH2:2].[CH:15](OCC)(OCC)OCC>>[C:9]1([C:7]2[CH:6]=[CH:5][N:4]3[CH:15]=[N:2][N:1]=[C:3]3[N:8]=2)[CH:14]=[CH:13][CH:12]=[CH:11][CH:10]=1. Reported procedure: A mixture of 2.0 g. of 2-hydrazino-4-phenylpyrimidine and 25 ml. of triethyl orthoformate is refluxed for 6 hours. On cooling the desired compound is removed by filtration, m.p. 232°-234° C. [This compound is cited J. Chem. Soc. Japan, Ind. Chem. Sect. 58, 440 (1955) as having m.p. 192° C. No description or preparation procedures are given.] Starting materials: O=C([O-])[O-], CCOC(=O)c1nc(Br)c2nc(C(C)(C)C)sc2c1O, CCOC(C)=O, OB(O)C=Cc1ccccc1, [Cs+], [Cs+], C1COCCO1. Yields the product CCOC(=O)c1nc(C=Cc2ccccc2)c2nc(C(C)(C)C)sc2c1O. RXN SMILES: [C:32](=[O:33])([O-:34])[O-:35].[CH2:1]([CH3:2])[O:3][C:4](=[O:5])[c:6]1[c:7]([OH:20])[c:8]2[c:9]([c:10]([Br:12])[n:11]1)[n:13][c:14]([C:16]([CH3:17])([CH3:18])[CH3:19])[s:15]2.[CH3:44][CH2:45][O:46][C:47](=[O:48])[CH3:49].[CH:21](=[CH:22][c:23]1[cH:24][cH:25][cH:26][cH:27][cH:28]1)[B:29]([OH:30])[OH:31].[Cs+:36].[Cs+:37].[O:38]1[CH2:39][CH2:40][O:41][CH2:42][CH2:43]1>>[CH2:1]([CH3:2])[O:3][C:4](=[O:5])[c:6]1[c:7]([OH:20])[c:8]2[c:9]([c:10]([CH:21]=[CH:22][c:23]3[cH:24][cH:25][cH:26][cH:27][cH:28]3)[n:11]1)[n:13][c:14]([C:16]([CH3:17])([CH3:18])[CH3:19])[s:15]2. Reactants: O1C2C1CC1=CC=CC=C21 (1,2-Epoxy-2,3-dihydro-1-H indene), C1C=CC2=CC=CC=C12 (indene), N1CCCC1 (pyrrolidine). Run at time 15 minute. Product: O[C@H]1[C@@H](C2=CC=CC=C2C1)N1CCCC1 (trans-2,3-dihydro-2-hydroxy-1-(pyrrolidin-1-yl)-1H-indene). RXN SMILES: [O:1]1[CH:3]2[CH2:4][C:5]3[C:10]([CH:2]12)=[CH:9][CH:8]=[CH:7][CH:6]=3.C1C2C(=CC=CC=2)C=C1.[NH:20]1[CH2:24][CH2:23][CH2:22][CH2:21]1>>[OH:1][C@@H:3]1[CH2:4][C:5]2[C:10](=[CH:9][CH:8]=[CH:7][CH:6]=2)[C@H:2]1[N:20]1[CH2:24][CH2:23][CH2:22][CH2:21]1. Reported procedure: 1,2-Epoxy-2,3-dihydro-1-H indene, prepared from indene (34.2 g) according to the procedure of M. Imuta and H. Ziffer, J. Org. Chem., 44, 1351 (1979), was treated immediately with pyrrolidine (50 ml). The exothermic reaction mixture was set aside for 15 minutes and then evaporated to remove the excess pyrrolidine under reduced pressure. The residue was distilled under vacuum to yield trans-2,3-dihydro-2-hydroxy-1-(pyrrolidin-1-yl)-1H-indene (10.2 g), b.p. 148°-150°/0.25 torr. Reactants: OC1=CC=C(C=C1)CCCN1C=NC=C1 (1-[3-(4-hydroxyphenyl)propyl]imidazole), ClC1=CC=C(O1)C=1OC=C(N1)CCl (2-(5-chloro-2-furyl)-4-chloromethyloxazole). The product is ClC1=CC=C(O1)C=1OC=C(N1)COC1=CC=C(C=C1)CCCN1C=NC=C1 (2-(5-chloro-2-furyl)-4-[4-[3-(1-imidazolyl)propyl]phenoxymethyl]oxazole). Procedure details: In substantially the same manner as in Working Example 72, 1-[3-(4-hydroxyphenyl)propyl]imidazole was allowed to react with 2-(5-chloro-2-furyl)-4-chloromethyloxazole to give 2-(5-chloro-2-furyl)-4-[4-[3-(1-imidazolyl)propyl]phenoxymethyl]oxazole. The yield was 86%. Recrystallization from ethyl acetate-isopropyl ether gave colorless prisms, mp 88-89° C. Reaction SMILES: [OH:1][C:2]1[CH:7]=[CH:6][C:5]([CH2:8][CH2:9][CH2:10][N:11]2[CH:15]=[CH:14][N:13]=[CH:12]2)=[CH:4][CH:3]=1.[Cl:16][C:17]1[O:21][C:20]([C:22]2[O:23][CH:24]=[C:25]([CH2:27]Cl)[N:26]=2)=[CH:19][CH:18]=1>>[Cl:16][C:17]1[O:21][C:20]([C:22]2[O:23][CH:24]=[C:25]([CH2:27][O:1][C:2]3[CH:7]=[CH:6][C:5]([CH2:8][CH2:9][CH2:10][N:11]4[CH:15]=[CH:14][N:13]=[CH:12]4)=[CH:4][CH:3]=3)[N:26]=2)=[CH:19][CH:18]=1. The yield is 86.0%.